Dataset: the Open Reaction Database (ORD), a public repository of structured organic reaction records. Task: describe an organic reaction: reactants, conditions, products, and yield Starting materials: O=C([O-])[O-], C1CCOC1, C#CC(=O)Nc1ccc(-c2ccc(Cl)cc2)cc1, [Cs+], [Cs+], [Cu]I, CC(C)(C)OC(=O)NC1(c2ccc(I)cc2)CC1. The product is CC(C)(C)OC(=O)NC1(c2ccc(C#CC(=O)Nc3ccc(-c4ccc(Cl)cc4)cc3)cc2)CC1. Reaction SMILES: [C:1](=[O:2])([O-:3])[O-:4].[CH2:43]1[O:44][CH2:45][CH2:46][CH2:47]1.[Cl:25][c:26]1[cH:27][cH:28][c:29](-[c:32]2[cH:33][cH:34][c:35]([NH:38][C:39]([C:40]#[CH:41])=[O:42])[cH:36][cH:37]2)[cH:30][cH:31]1.[Cs+:5].[Cs+:6].[Cu:48][I:49].[I:7][c:8]1[cH:9][cH:10][c:11]([C:14]2([NH:17][C:18]([O:19][C:20]([CH3:21])([CH3:22])[CH3:23])=[O:24])[CH2:15][CH2:16]2)[cH:12][cH:13]1>>[c:8]1([C:41]#[C:40][C:39]([NH:38][c:35]2[cH:34][cH:33][c:32](-[c:29]3[cH:28][cH:27][c:26]([Cl:25])[cH:31][cH:30]3)[cH:37][cH:36]2)=[O:42])[cH:9][cH:10][c:11]([C:14]2([NH:17][C:18]([O:19][C:20]([CH3:21])([CH3:22])[CH3:23])=[O:24])[CH2:15][CH2:16]2)[cH:12][cH:13]1. The reactants are C(C)(=O)N1CCN(CC1)C1=CC=C(C=C1)C[C@H](CC(=O)N1C[C@@H](CCC1)C1=NC2=C(N1CCCOC)C=CC=C2)NC(OC(C)(C)C)=O (tert-Butyl (R)-1-(4-(4-acetylpiperazin-1-yl)phenyl)-4-((R)-3-(1-(3-methoxypropyl)-1H-benzo[d]imidazol-2-yl)piperidin-1-yl)-4-oxobutan-2-ylcarbamate), TEA. Solvent: C(Cl)Cl (DCM). Reaction conditions: time 1 hour. The product is C(C)(=O)N1CCN(CC1)C1=CC=C(C=C1)C[C@H](CC(=O)N1C[C@@H](CCC1)C1=NC2=C(N1CCCOC)C=CC=C2)N ((R)-4-(4-(4-acetylpiperazin-1-yl)phenyl)-3-amino-1-((R)-3-(1-(3-methoxypropyl)-1H-benzo[d]imidazol-2-yl)piperidin-1-yl)butan-1-one). The yield is 0.6%. As a reaction SMILES: [C:1]([N:4]1[CH2:9][CH2:8][N:7]([C:10]2[CH:15]=[CH:14][C:13]([CH2:16][C@@H:17]([NH:41]C(=O)OC(C)(C)C)[CH2:18][C:19]([N:21]3[CH2:26][CH2:25][CH2:24][C@@H:23]([C:27]4[N:31]([CH2:32][CH2:33][CH2:34][O:35][CH3:36])[C:30]5[CH:37]=[CH:38][CH:39]=[CH:40][C:29]=5[N:28]=4)[CH2:22]3)=[O:20])=[CH:12][CH:11]=2)[CH2:6][CH2:5]1)(=[O:3])[CH3:2]>C(Cl)Cl>[C:1]([N:4]1[CH2:9][CH2:8][N:7]([C:10]2[CH:15]=[CH:14][C:13]([CH2:16][C@@H:17]([NH2:41])[CH2:18][C:19]([N:21]3[CH2:26][CH2:25][CH2:24][C@@H:23]([C:27]4[N:31]([CH2:32][CH2:33][CH2:34][O:35][CH3:36])[C:30]5[CH:37]=[CH:38][CH:39]=[CH:40][C:29]=5[N:28]=4)[CH2:22]3)=[O:20])=[CH:12][CH:11]=2)[CH2:6][CH2:5]1)(=[O:3])[CH3:2]. Procedure details: tert-Butyl (R)-1-(4-(4-acetylpiperazin-1-yl)phenyl)-4-((R)-3-(1-(3-methoxypropyl)-1H-benzo[d]imidazol-2-yl)piperidin-1-yl)-4-oxobutan-2-ylcarbamate (122A) (0.29 mmole, 202 mg) in DCM (10 mL) was added TEA (2 mL). The reaction solution was stirred at rt for 1 hr and then concentrated in vacuo. The residue was purified by preparative LC/MS (10-25% CH3CN in H2O) to afford (R)-4-(4-(4-Acetylpiperazin-1-yl)phenyl)-3-amino-1-((R)-3-(1-(3-methoxypropyl)-1H-benzo[d]imidazol-2-yl)piperidin-1-yl)butan-1-o...